Task: describe an organic reaction: reactants, conditions, products, and yield. Dataset: the Open Reaction Database (ORD), a public repository of structured organic reaction records The yield is 25.0%. Starting materials: Cl.NO (hydroxylamine hydrochloride), C1(CC1)C(C(C(=O)C1=NC=C(C=C1Cl)Cl)=CN(C)C)=O (3-cyclopropyl-1-(3,5-dichloropyridin-2-yl)-2-(dimethyl amino)methylenepropan-1,3-dione). Procedure details: A mixture of hydroxylamine hydrochloride (0.4 g) and 3-cyclopropyl-1-(3,5-dichloropyridin-2-yl)-2-(dimethyl amino)methylenepropan-1,3-dione (1.68 g) in ethanol was stirred at room temperature overnight. The solvent was removed by evaporation and the residue was dissolved in dichloromethane. The resulting solution was washed with water, dried (anhydrous magnesium sulphate), filtered and evaporated. The residue was purified by column chromatography on silica eluted with a mixture of ethyl acetate ... Reaction conditions: time 8 hour. RXN SMILES: Cl.NO.[CH:4]1([C:7](=[O:23])[C:8](=[CH:19][N:20](C)C)[C:9]([C:11]2[C:16]([Cl:17])=[CH:15][C:14]([Cl:18])=[CH:13][N:12]=2)=[O:10])[CH2:6][CH2:5]1>C(O)C>[CH:4]1([C:7]2[O:23][N:20]=[CH:19][C:8]=2[C:9]([C:11]2[C:16]([Cl:17])=[CH:15][C:14]([Cl:18])=[CH:13][N:12]=2)=[O:10])[CH2:6][CH2:5]1 |f:0.1|. Yields the product C1(CC1)C1=C(C=NO1)C(=O)C1=NC=C(C=C1Cl)Cl (5-cyclopropyl-4-(3,5-dichloropyridin-2-oyl)isoxazole). Solvent: C(C)O (ethanol).